This data is from the Open Reaction Database (ORD), a public repository of structured organic reaction records. The task is: describe an organic reaction: reactants, conditions, products, and yield Starting materials: CC(=O)Cl, Nc1cccc(N)n1, C1COCCO1. Product: CC(=O)Nc1cccc(N)n1. Reaction SMILES: [CH3:9][C:10]([Cl:11])=[O:12].[NH2:1][c:2]1[n:3][c:4]([NH2:8])[cH:5][cH:6][cH:7]1.[O:13]1[CH2:14][CH2:15][O:16][CH2:17][CH2:18]1>>[NH:1]([c:2]1[n:3][c:4]([NH2:8])[cH:5][cH:6][cH:7]1)[C:10]([CH3:9])=[O:12]. Reaction SMILES: N1CCCCC1.[CH3:7][O:8][C:9]1[CH:16]=[CH:15][C:12]([CH:13]=O)=[CH:11][C:10]=1[O:17][C:18]#[C:19][CH2:20][CH3:21].C([CH2:25][C:26]([NH:28][C:29]1[CH:37]=[CH:36][CH:35]=[CH:34][C:30]=1[C:31]([OH:33])=[O:32])=[O:27])(O)=O.Cl>C1(C)C=CC=CC=1>[CH2:18]([O:17][C:10]1[CH:11]=[C:12](/[CH:13]=[CH:25]/[C:26]([NH:28][C:29]2[CH:37]=[CH:36][CH:35]=[CH:34][C:30]=2[C:31]([OH:33])=[O:32])=[O:27])[CH:15]=[CH:16][C:9]=1[O:8][CH3:7])[CH2:19][C:20]#[CH:21]. Yields the product C(CC#C)OC=1C=C(C=CC1OC)/C=C/C(=O)NC1=C(C(=O)O)C=CC=C1 ((E)-2-[[3-(3-(but-3-ynyloxy)-4-methoxyphenyl)-1-oxo-2-propenyl]amino]benzoic acid). Yield: 68.4%. Run in C1(=CC=CC=C1)C (toluene). Reactants: Cl (HCl), N1CCCCC1 (Piperidine), COC1=C(C=C(C=O)C=C1)OC#CCC (4-methoxy-3-(but-1-ynyloxy)benzaldehyde), C(=O)(O)CC(=O)NC1=C(C(=O)O)C=CC=C1 (2-[(carboxyacetyl)amino]benzoic acid). Reported procedure: Piperidine (0.17 mL, 1.7 mmol) was added to a suspension of 4-methoxy-3-(but-1-ynyloxy)benzaldehyde (0.35 g, 1.7 mmol) and 2-[(carboxyacetyl)amino]benzoic acid (0.35 g, 1.6 mmol) in toluene (5 mL) and treated according to Procedure 2, acidifying with 1 M HCl. The crude product was recrystallised from EtOH/water providing (E)-2-[[3-(3-(but-3-ynyloxy)-4-methoxyphenyl)-1-oxo-2-propenyl]amino]benzoic acid (0.40 g, 70%) as a colourless crystalline solid; mp 197-198° C.; δH (400 MHz, DMSO-d6) 2.65 (dt... Reactants: ClC1=CC=CC=2[C@]3([C@@H](ON(C21)C)N[C@@H](C3)C(=O)OC)O (methyl (2S,3aR,9bR)-6-chloro-9b-hydroxy-5-methyl-1,2,3,3a-,5,9b-hexahydropyrrolo[2,3-c][2,1]benzoxazine-2-carboxylate), C(C)(C)OCCO (2-isopropoxy ethanol). Run in C1(=CC=CC=C1)C (toluene). Yields the product ClC1=CC=CC=2[C@]3([C@@H](ON(C21)C)N[C@@H](C3)C(=O)OCCOC(C)C)O (2-[(1-methylethyl)oxy]ethyl (2S,3aR,9bR)-6-chloro-9b-hydroxy-5-methyl-1,2,3,3a,5,9b-hexahydropyrrolo[2,3-c][2,1]benzoxazine-2-carboxylate). Reaction SMILES: [Cl:1][C:2]1[C:11]2[N:10]([CH3:12])[O:9][C@H:8]3[NH:13][C@H:14]([C:16]([O:18][CH3:19])=[O:17])[CH2:15][C@@:7]3([OH:20])[C:6]=2[CH:5]=[CH:4][CH:3]=1.[CH:21]([O:24][CH2:25]CO)([CH3:23])[CH3:22]>C1(C)C=CC=CC=1>[Cl:1][C:2]1[C:11]2[N:10]([CH3:12])[O:9][C@H:8]3[NH:13][C@H:14]([C:16]([O:18][CH2:19][CH2:25][O:24][CH:21]([CH3:23])[CH3:22])=[O:17])[CH2:15][C@@:7]3([OH:20])[C:6]=2[CH:5]=[CH:4][CH:3]=1. Procedure: To methyl (2S,3aR,9bR)-6-chloro-9b-hydroxy-5-methyl-1,2,3,3a-,5,9b-hexahydropyrrolo[2,3-c][2,1]benzoxazine-2-carboxylate (Preparation 118, 0.20 g, 0.67 mmol) was added toluene (10 ml) titanium (IV) ethoxide (0.07 ml) and 2-isopropoxy ethanol. The reactants were stirred together and then heated under reflux for 1 h, before concentrating in vacuo. The crude residue was purified using a Sep Pak cartridge eluting with hexane and then hexane:ethyl acetate (50:50). Further purification by preparative ... Reactants: CO, O=C(c1ccccc1C(F)(F)F)N1CCN(c2ccc([N+](=O)[O-])nc2)CC1. Yields the product Nc1ccc(N2CCN(C(=O)c3ccccc3C(F)(F)F)CC2)cn1. Reaction SMILES: [CH3:28][OH:29].[N+:1]([O-:2])(=[O:3])[c:4]1[cH:5][cH:6][c:7]([N:10]2[CH2:11][CH2:12][N:13]([C:16](=[O:17])[c:18]3[c:19]([C:24]([F:25])([F:26])[F:27])[cH:20][cH:21][cH:22][cH:23]3)[CH2:14][CH2:15]2)[cH:8][n:9]1>>[NH2:1][c:4]1[cH:5][cH:6][c:7]([N:10]2[CH2:11][CH2:12][N:13]([C:16](=[O:17])[c:18]3[c:19]([C:24]([F:25])([F:26])[F:27])[cH:20][cH:21][cH:22][cH:23]3)[CH2:14][CH2:15]2)[cH:8][n:9]1. Reactants: C[N+]1([O-])CCOCC1, CC(C)=O, CCN1C(=O)CCCc2c1ccc(Nc1ncc(Cl)c(NC3C4C=CC(C4)C3C(N)=O)n1)c2OC, ClCCl, O, O, O=[Os](=O)(=O)=O. Yields the product CCN1C(=O)CCCc2c1ccc(Nc1ncc(Cl)c(NC3C4CC(C(O)C4O)C3C(N)=O)n1)c2OC. RXN SMILES: [CH3:37][N+:38]1([O-:39])[CH2:40][CH2:41][O:42][CH2:43][CH2:44]1.[CH3:46][C:47](=[O:48])[CH3:49].[Cl:1][c:2]1[c:3]([NH:25][CH:26]2[CH:27]([C:33](=[O:34])[NH2:35])[CH:28]3[CH:29]=[CH:30][CH:31]2[CH2:32]3)[n:4][c:5]([NH:8][c:9]2[c:10]([O:23][CH3:24])[c:11]3[c:12]([cH:21][cH:22]2)[N:13]([CH2:19][CH3:20])[C:14](=[O:18])[CH2:15][CH2:16][CH2:17]3)[n:6][cH:7]1.[Cl:50][CH2:51][Cl:52].[OH2:36].[OH2:45].[Os:53](=[O:54])(=[O:55])(=[O:56])=[O:57]>>[Cl:1][c:2]1[c:3]([NH:25][CH:26]2[CH:27]([C:33](=[O:34])[NH2:35])[CH:28]3[CH:29]([OH:45])[CH:30]([OH:36])[CH:31]2[CH2:32]3)[n:4][c:5]([NH:8][c:9]2[c:10]([O:23][CH3:24])[c:11]3[c:12]([cH:21][cH:22]2)[N:13]([CH2:19][CH3:20])[C:14](=[O:18])[CH2:15][CH2:16][CH2:17]3)[n:6][cH:7]1. The reactants are C1(CC1)[Mg]Br (Cyclopropylmagnesium bromide), ClC=1C=CC(=C2N3C(=NC21)N(CCC3)C3=C(C=C(C=C3)Cl)Cl)C=O (9-chloro-1-(2,4-dichlorophenyl)-1,2,3,4-tetrahydropyrimido[1,2-a]benzimidazole-6-carbaldehyde). Run in O1CCCC1 (tetrahydrofuran). Reaction conditions: temperature 0 celsius, time 1 hour. Yields the product ClC1=CC=C(C=2N3C(=NC21)N(CCC3)C3=C(C=C(C=C3)Cl)Cl)C(O)C3CC3 ([9-Chloro-1-(2,4-dichlorophenyl)-1,2,3,4-tetrahydropyrimido[1,2-a]benzimidazol-6-yl](cyclopropyl)methanol). Yield: 77.6%. Reaction SMILES: [CH:1]1([Mg]Br)[CH2:3][CH2:2]1.[Cl:6][C:7]1[CH:8]=[CH:9][C:10]([CH:28]=[O:29])=[C:11]2[C:15]=1[N:14]=[C:13]1[N:16]([C:20]3[CH:25]=[CH:24][C:23]([Cl:26])=[CH:22][C:21]=3[Cl:27])[CH2:17][CH2:18][CH2:19][N:12]21>O1CCCC1>[Cl:6][C:7]1[C:15]2[N:14]=[C:13]3[N:16]([C:20]4[CH:25]=[CH:24][C:23]([Cl:26])=[CH:22][C:21]=4[Cl:27])[CH2:17][CH2:18][CH2:19][N:12]3[C:11]=2[C:10]([CH:28]([CH:1]2[CH2:3][CH2:2]2)[OH:29])=[CH:9][CH:8]=1. Reported procedure: Cyclopropylmagnesium bromide (1.0 M solution in tetrahydrofuran, 2.9 mL, 2.9 mmol) was added to a stirred solution of 9-chloro-1-(2,4-dichlorophenyl)-1,2,3,4-tetrahydropyrimido[1,2-a]benzimidazole-6-carbaldehyde (1.00 g, 2.63 mmol) in tetrahydrofuran (13 mL) at 0° C., and the mixture was stirred at 0° C. for 1 hr. The reaction was quenched by aqueous saturated ammonium chloride, and the mixture was extracted with ethyl acetate. The combined organic layer was washed with brine, dried over anhydro... Reactants: C(C(=O)O)(=O)O (oxalic acid), O1[C@@H](C1)COC1=C2C=CNC2=CC=C1 ((S)-(+)-4-(oxiranylmethoxy)-1H-indole), C1CNCCC2=C1C=CC=C2 (2,3,4,5-tetrahydro-1H-3-benzazepine), CO (methanol). The solvent is C(C)(=O)OCC (ethyl acetate), C(C)(=O)OCC (ethyl acetate). The product is C(C(=O)O)(=O)O.N1C=CC2=C(C=CC=C12)OC[C@H](CN1CCC2=C(CC1)C=CC=C2)O ((2S)-(-)-1-(4-indolyloxy)-3-(2,3,4,5-tetrahydro-1H-3-benzazepin-3-yl)-2-propanol ethanedioate). RXN SMILES: [O:1]1[CH2:3][C@H:2]1[CH2:4][O:5][C:6]1[CH:14]=[CH:13][CH:12]=[C:11]2[C:7]=1[CH:8]=[CH:9][NH:10]2.[CH2:15]1[C:21]2[CH:22]=[CH:23][CH:24]=[CH:25][C:20]=2[CH2:19][CH2:18][NH:17][CH2:16]1.[C:26]([OH:31])(=[O:30])[C:27]([OH:29])=[O:28].CO>C(OCC)(=O)C>[C:26]([OH:31])(=[O:30])[C:27]([OH:29])=[O:28].[NH:10]1[C:11]2[C:7](=[C:6]([O:5][CH2:4][C@@H:2]([OH:1])[CH2:3][N:17]3[CH2:16][CH2:15][C:21]4[CH:22]=[CH:23][CH:24]=[CH:25][C:20]=4[CH2:19][CH2:18]3)[CH:14]=[CH:13][CH:12]=2)[CH:8]=[CH:9]1 |f:5.6|. Procedure: The title compound was prepared in similar fashion from (S)-(+)-4-(oxiranylmethoxy)-1H-indole and 2,3,4,5-tetrahydro-1H-3-benzazepine. The resulting free base was dissolved in ethyl acetate, and precipitated with one equivalent of oxalic acid in ethyl acetate in 73% overall yield. FDMS m/e=336 (M+ of free base). α[D]589 =-14.17 (c=0.61, methanol). Procedure: A mixture of 6-hydroxy-9-oxo-9H-xanthene-2-carboxylic acid (Gapinski, D. M. "Leukotriene Antagonists", U.S. Pat. No. 4,996,230, which is incorporated herein by reference, 1991; 10.6 g, 41.4 mmol) and concentrated sulfuric acid (1 mL) in methanol (100 mL) was refluxed for 48 hours. The mixture was cooled to room temperature and the resulting precipitate collected by vacuum filtration. The filtrate was concentrated in vacuo and diluted with water, which resulted in additional precipitate. This was... As a reaction SMILES: [OH:1][C:2]1[CH:3]=[C:4]2[C:13](=[CH:14][CH:15]=1)[C:12](=[O:16])[C:11]1[CH:10]=[C:9]([C:17]([OH:19])=[O:18])[CH:8]=[CH:7][C:6]=1[O:5]2.S(=O)(=O)(O)O.[CH3:25]O>>[CH3:25][O:18][C:17]([C:9]1[CH:8]=[CH:7][C:6]2[O:5][C:4]3[C:13](=[CH:14][CH:15]=[C:2]([OH:1])[CH:3]=3)[C:12](=[O:16])[C:11]=2[CH:10]=1)=[O:19]. Isolated yield 97.0%. The reactants are OC=1C=C2OC=3C=CC(=CC3C(C2=CC1)=O)C(=O)O (6-hydroxy-9-oxo-9H-xanthene-2-carboxylic acid), Leukotriene, S(O)(O)(=O)=O (sulfuric acid), CO (methanol). The product is COC(=O)C1=CC=2C(C3=CC=C(C=C3OC2C=C1)O)=O (6-Hydroxy-9-oxo-9H-xanthene-2-carboxylic Acid Methyl Ester). The reactants are COC(COC1=C2C(=C(C(=NC2=C(C=C1)Cl)C)SC1=CC=C(C=C1)Cl)OC(F)F)=O ([8-chloro-3-(4-chlorophenylsulfanyl)-4-difluoromethoxy-2-methylquinolin-5-yloxy]acetic acid methyl ester), [OH-].[Na+] (sodium hydroxide), Cl (hydrochloric acid). The solvent is O1CCCC1 (tetrahydrofuran). The product is ClC=1C=CC(=C2C(=C(C(=NC12)C)SC1=CC=C(C=C1)Cl)OC(F)F)OCC(=O)O ([8-chloro-3-(4-chlorophenylsulfanyl)-4-difluoromethoxy-2-methyl-quinolin-5-yloxy]acetic Acid). Reaction SMILES: C[O:2][C:3](=[O:30])[CH2:4][O:5][C:6]1[CH:15]=[CH:14][C:13]([Cl:16])=[C:12]2[C:7]=1[C:8]([O:26][CH:27]([F:29])[F:28])=[C:9]([S:18][C:19]1[CH:24]=[CH:23][C:22]([Cl:25])=[CH:21][CH:20]=1)[C:10]([CH3:17])=[N:11]2.[OH-].[Na+].Cl>O1CCCC1>[Cl:16][C:13]1[CH:14]=[CH:15][C:6]([O:5][CH2:4][C:3]([OH:30])=[O:2])=[C:7]2[C:12]=1[N:11]=[C:10]([CH3:17])[C:9]([S:18][C:19]1[CH:20]=[CH:21][C:22]([Cl:25])=[CH:23][CH:24]=1)=[C:8]2[O:26][CH:27]([F:28])[F:29] |f:1.2|. Reported procedure: A solution of [8-chloro-3-(4-chlorophenylsulfanyl)-4-difluoromethoxy-2-methylquinolin-5-yloxy]acetic acid methyl ester (0.044 g), tetrahydrofuran (3.0 mL) and 1.0 M aqueous sodium hydroxide solution (0.15 mL) was stirred at room temperature for 1 hour. The solution was acidified by the addition of 1.0 M aqueous hydrochloric acid and the solvent removed under reduced pressured. The residue was diluted with ethyl acetate and this mixture washed with water and then dried over magnesium sulfate. The...